This data is from the Open Reaction Database (ORD), a public repository of structured organic reaction records. The task is: describe an organic reaction: reactants, conditions, products, and yield Starting materials: Brc1cc(Br)cc(Br)c1, O=C([O-])O, C1CCOC1, [Li]CCCC, CCOC(C)=O, CON(C)C(=O)c1cc(C)nc(Cl)c1, [Na+]. Yields the product Cc1cc(C(=O)c2cc(Br)cc(Br)c2)cc(Cl)n1. As a reaction SMILES: [Br:1][c:2]1[cH:3][c:4]([Br:9])[cH:5][c:6]([Br:8])[cH:7]1.[C:29](=[O:30])([OH:31])[O-:32].[CH2:34]1[O:35][CH2:36][CH2:37][CH2:38]1.[CH3:10][CH2:11][CH2:12][CH2:13][Li:14].[CH3:39][CH2:40][O:41][C:42](=[O:43])[CH3:44].[Cl:15][c:16]1[cH:17][c:18]([C:19](=[O:20])[N:21]([O:22][CH3:23])[CH3:24])[cH:25][c:26]([CH3:28])[n:27]1.[Na+:33]>>[c:2]1([C:19]([c:18]2[cH:17][c:16]([Cl:15])[n:27][c:26]([CH3:28])[cH:25]2)=[O:20])[cH:3][c:4]([Br:9])[cH:5][c:6]([Br:8])[cH:7]1. The reactants are CS(=O)(=O)C1=CC=C(C(=O)O[C@H]2C[C@@](O[C@@H](C2)CCCC=C)([C@H]2N(C(SC2)=O)CC2=CC=C(C=C2)OC)OC)C=C1 ((2R,4R,6R)-2-methoxy-2-((R)-3-(4-methoxybenzyl)-2-oxothiazolidin-4-yl)-6-(pent-4-enyl)-tetrahydro-2H-pyran-4-yl 4-(methylsulfonyl)benzoate), CO[C@]1(O[C@@H]2CCC\C=C/CC\C(=C/C(O[C@@H](C1)C2)=O)\C)[C@H]2N(C(SC2)=O)CC2=CC=C(C=C2)OC ((R)-4-((1R,4Z,8Z,13R,15R)-15-methoxy-5-methyl-3-oxo-2,14-dioxa-bicyclo[11.3.1]heptadeca-4,8-dien-15-yl)-3-(4-methoxybenzyl)thiazolidin-2-one). Yields the product CS(=O)(=O)C1=CC=C(C(=O)O[C@H]2C[C@@](O[C@@H](C2)CCCC=C)([C@H]2NC(SC2)=O)O)C=C1 ((2R,4R,6R)-2-Hydroxy-2-((R)-2-oxothiazolidin-4-yl)-6-(pent-4-enyl)-tetrahydro-2H-pyran-4-yl 4-(Methylsulfonyl)benzoate). Reaction SMILES: [CH3:1][S:2]([C:5]1[CH:41]=[CH:40][C:8]([C:9]([O:11][C@@H:12]2[CH2:17][C@@H:16]([CH2:18][CH2:19][CH2:20][CH:21]=[CH2:22])[O:15][C@@:14]([O:38]C)([C@@H:23]3[CH2:27][S:26][C:25](=[O:28])[N:24]3CC3C=CC(OC)=CC=3)[CH2:13]2)=[O:10])=[CH:7][CH:6]=1)(=[O:4])=[O:3].CO[C@]1([C@@H]2CSC(=O)N2CC2C=CC(OC)=CC=2)C[C@H]2C[C@@H](CCCC=CCCC(C)=CC(=O)O2)O1>>[CH3:1][S:2]([C:5]1[CH:6]=[CH:7][C:8]([C:9]([O:11][C@@H:12]2[CH2:17][C@@H:16]([CH2:18][CH2:19][CH2:20][CH:21]=[CH2:22])[O:15][C@@:14]([OH:38])([C@@H:23]3[CH2:27][S:26][C:25](=[O:28])[NH:24]3)[CH2:13]2)=[O:10])=[CH:40][CH:41]=1)(=[O:3])=[O:4]. Reported procedure: Application of the method shown in Example 46, with the modification that (2R,4R,6R)-2-methoxy-2-((R)-3-(4-methoxybenzyl)-2-oxothiazolidin-4-yl)-6-(pent-4-enyl)-tetrahydro-2H-pyran-4-yl 4-(methylsulfonyl)benzoate was substituted for (R)-4-((1R,4Z,8Z,13R,15R)-15-methoxy-5-methyl-3-oxo-2,14-dioxa-bicyclo[11.3.1]heptadeca-4,8-dien-15-yl)-3-(4-methoxybenzyl)thiazolidin-2-one, afforded the title compound. The reactants are O=Cc1cc(Br)ccc1OCc1ccccc1, Cc1ccccc1, CCCNC(=O)c1nnc(N)s1. The product is CCCNC(=O)c1nnc(NCc2cc(Br)ccc2OCc2ccccc2)s1. As a reaction SMILES: [CH2:1]([c:2]1[cH:3][cH:4][cH:5][cH:6][cH:7]1)[O:8][c:9]1[c:10]([CH:11]=[O:12])[cH:13][c:14]([Br:17])[cH:15][cH:16]1.[CH3:30][c:31]1[cH:32][cH:33][cH:34][cH:35][cH:36]1.[NH2:18][c:19]1[s:20][c:21]([C:24](=[O:25])[NH:26][CH2:27][CH2:28][CH3:29])[n:22][n:23]1>>[CH2:1]([c:2]1[cH:3][cH:4][cH:5][cH:6][cH:7]1)[O:8][c:9]1[c:10]([CH2:11][NH:18][c:19]2[s:20][c:21]([C:24](=[O:25])[NH:26][CH2:27][CH2:28][CH3:29])[n:22][n:23]2)[cH:13][c:14]([Br:17])[cH:15][cH:16]1. Starting materials: ClC=1C=CC=C2C=C(C(=NC12)C=1C(=NC=CC1)C)C(C)O (1-(8-chloro-2-(2-methylpyridin-3-yl)quinolin-3-yl)ethanol), C(Cl)(Cl)Cl (chloroform), S(=O)(Cl)Cl (thionyl chloride). Reaction conditions: time 3 hour. Yields the product Cl.ClC=1C=CC=C2C=C(C(=NC12)C=1C(=NC=CC1)C)C(C)Cl (8-chloro-3-(1-chloroethyl)-2-(2-methylpyridin-3-yl)quinoline hydrochloride). As a reaction SMILES: [Cl:1][C:2]1[CH:3]=[CH:4][CH:5]=[C:6]2[C:11]=1[N:10]=[C:9]([C:12]1[C:13]([CH3:18])=[N:14][CH:15]=[CH:16][CH:17]=1)[C:8]([CH:19](O)[CH3:20])=[CH:7]2.C(Cl)(Cl)[Cl:23].S(Cl)(Cl)=O>>[ClH:1].[Cl:1][C:2]1[CH:3]=[CH:4][CH:5]=[C:6]2[C:11]=1[N:10]=[C:9]([C:12]1[C:13]([CH3:18])=[N:14][CH:15]=[CH:16][CH:17]=1)[C:8]([CH:19]([Cl:23])[CH3:20])=[CH:7]2 |f:3.4|. Procedure: A solution of 1-(8-chloro-2-(2-methylpyridin-3-yl)quinolin-3-yl)ethanol (1.1090 g, 3.712 mmol) in chloroform (12.37 mL, 3.712 mmol) was treated with thionyl chloride (1.350 mL, 18.56 mmol) dropwise, and the reaction mixture was stirred at room temperature. After 3 h, the mixture was concentrated under reduced pressure and co-evaporated three times with CH2Cl2 to give 8-chloro-3-(1-chloroethyl)-2-(2-methylpyridin-3-yl)quinoline hydrochloride as an off-white syrupy solid: 1H NMR (400 MHz, DMSO-d6)...